From a dataset of the Open Reaction Database (ORD), a public repository of structured organic reaction records. describe an organic reaction: reactants, conditions, products, and yield Reactants: N#N.C1(=CC=CC2=CC=CC=C12)S(=O)(=O)N[C@@H](CCCNC(N)=N)C(=O)O (N2 naphthalenesulfonyl-L-arginine), S(=O)(Cl)Cl (thionyl chloride), P(Cl)(Cl)(Cl)(Cl)Cl (phosphorus pentachloride), N2 naphthalenesulfonyl-L-arginyl halide, P(Br)(Br)Br (phosphorus tribromide), P(Cl)(Cl)Cl (phosphorus trichloride), amine, P(=O)(Cl)(Cl)Cl (phosphorus oxychloride). Product: N#N.C1(=CC=CC2=CC=CC=C12)S(=O)(=O)N[C@@H](CCCNC(N)=N)C(=O)N (N2 naphthalenesulfonyl-L-argininamide), N2 naphthalenesulfonyl-L-arginyl halide. RXN SMILES: [N:1]#[N:2].[C:3]1([S:13]([NH:16][C@H:17]([C:25](O)=[O:26])[CH2:18][CH2:19][CH2:20][NH:21][C:22](=[NH:24])[NH2:23])(=[O:15])=[O:14])[C:12]2[C:7](=[CH:8][CH:9]=[CH:10][CH:11]=2)[CH:6]=[CH:5][CH:4]=1.S(Cl)(Cl)=O.P(Cl)(Cl)(Cl)=O.P(Cl)(Cl)Cl.P(Cl)(Cl)(Cl)(Cl)Cl.P(Br)(Br)Br>>[N:1]#[N:2].[C:3]1([S:13]([NH:16][C@H:17]([C:25]([NH2:1])=[O:26])[CH2:18][CH2:19][CH2:20][NH:21][C:22](=[NH:24])[NH2:23])(=[O:15])=[O:14])[C:12]2[C:7](=[CH:8][CH:9]=[CH:10][CH:11]=2)[CH:6]=[CH:5][CH:4]=1 |f:0.1,7.8|. Procedure details: An N2 -naphthalenesulfonyl-L-argininamide is prepared by reaction of a corresponding N2 -naphthalenesulfonyl-L-arginyl halide and an amine. The N2 -naphthalenesulfonyl-L-arginyl halide is prepared by reacting a corresponding N2 -naphthalenesulfonyl-L-arginine with a halogenating agent such as thionyl chloride, phosphorus oxychloride, phosphorus trichloride, phosphorus pentachloride, phosphorus tribromide, etc. Starting materials: Oc1cccc(F)c1Nc1nc(Cl)ncc1Cl, OC1CCOCC1. Product: Fc1cccc(OC2CCOCC2)c1Nc1nc(Cl)ncc1Cl. As a reaction SMILES: [Cl:1][c:2]1[n:3][cH:4][c:5]([Cl:17])[c:6]([NH:8][c:9]2[c:10]([OH:16])[cH:11][cH:12][cH:13][c:14]2[F:15])[n:7]1.[O:18]1[CH2:19][CH2:20][CH:21]([OH:24])[CH2:22][CH2:23]1>>[Cl:1][c:2]1[n:3][cH:4][c:5]([Cl:17])[c:6]([NH:8][c:9]2[c:10]([O:16][CH:21]3[CH2:20][CH2:19][O:18][CH2:23][CH2:22]3)[cH:11][cH:12][cH:13][c:14]2[F:15])[n:7]1. The reactants are solid, BrC1=CC(=CC=2C(=C3N(C12)CCCNC3=O)C)C#N (7-bromo-11-methyl-1-oxo-2,3,4,5-tetrahydro-[1,4]diazepino[1,2-a]indole-9-carbonitrile), BrC1=CC(=CC=2C(=C3N(C12)CCCNC3=O)C)C#N (7-bromo-11-methyl-1-oxo-2,3,4,5-tetrahydro-[1,4]diazepino[1,2-a]indole-9-carbonitrile), FC=1C=C(C=C(C1)F)B(O)O (3,5-difluoro-phenylboronic acid). Product: FC=1C=C(C=C(C1)F)C1=CC(=CC=2C(=C3N(C12)CCCNC3=O)C)C#N (7-(3,5-Difluorophenyl)-11-methyl-1-oxo-2,3,4,5-tetrahydro-[1,4]diazepino[1,2-a]indole-9-carbonitrile). Reaction SMILES: Br[C:2]1[C:10]2[N:9]3[CH2:11][CH2:12][CH2:13][NH:14][C:15](=[O:16])[C:8]3=[C:7]([CH3:17])[C:6]=2[CH:5]=[C:4]([C:18]#[N:19])[CH:3]=1.[F:20][C:21]1[CH:22]=[C:23](B(O)O)[CH:24]=[C:25]([F:27])[CH:26]=1>>[F:20][C:21]1[CH:22]=[C:23]([C:2]2[C:10]3[N:9]4[CH2:11][CH2:12][CH2:13][NH:14][C:15](=[O:16])[C:8]4=[C:7]([CH3:17])[C:6]=3[CH:5]=[C:4]([C:18]#[N:19])[CH:3]=2)[CH:24]=[C:25]([F:27])[CH:26]=1. Reported procedure: The title compound, grey solid (45 mg, 51%), MS (ISP) m/z=352.6 [(M+H)+], mp 265° C., was prepared in accordance with the general method of example 1 from 7-bromo-11-methyl-1-oxo-2,3,4,5-tetrahydro-[1,4]diazepino[1,2-a]indole-9-carbonitrile (intermediate 17) (79.5 mg, 0.25 mmol) and commercially available 3,5-difluoro-phenylboronic acid (51.3 mg, 0.325 mmol). Starting materials: [Li]CCCC, CN(C)C=O, CN(C)S(=O)(=O)n1cnc(CC(C)(C)C)c1, C1CCOC1. Yields the product CN(C)S(=O)(=O)n1cc(CC(C)(C)C)nc1C=O. As a reaction SMILES: [CH2:1]([Li:2])[CH2:3][CH2:4][CH3:5].[CH3:22][N:23]([CH:24]=[O:25])[CH3:26].[CH3:6][C:7]([CH2:8][c:9]1[n:10][cH:11][n:12]([S:14](=[O:15])(=[O:16])[N:17]([CH3:18])[CH3:19])[cH:13]1)([CH3:20])[CH3:21].[O:27]1[CH2:28][CH2:29][CH2:30][CH2:31]1>>[CH3:6][C:7]([CH2:8][c:9]1[n:10][c:11]([CH:24]=[O:25])[n:12]([S:14](=[O:15])(=[O:16])[N:17]([CH3:18])[CH3:19])[cH:13]1)([CH3:20])[CH3:21]. Starting materials: ClC1=C(C=NC2=CC(=CC=C12)OC)C#N (4-chloro-7-methoxy-3-quinolinecarbonitrile), Cl.N1=CC=CC=C1 (pyridine hydrochloride), NC1=CC=C2C=NNC2=C1 (6-aminoindazole). The solvent is C(C)OCCO (2-ethoxyethanol). Product: N1N=CC2=CC=C(C=C12)NC1=C(C=NC2=CC(=CC=C12)OC)C#N (4-(1H-Indazol-6-ylamino)-7-methoxy-quinoline-3-carbonitrile). The yield is 97.2%. RXN SMILES: Cl[C:2]1[C:11]2[C:6](=[CH:7][C:8]([O:12][CH3:13])=[CH:9][CH:10]=2)[N:5]=[CH:4][C:3]=1[C:14]#[N:15].Cl.N1C=CC=CC=1.[NH2:23][C:24]1[CH:32]=[C:31]2[C:27]([CH:28]=[N:29][NH:30]2)=[CH:26][CH:25]=1>C(OCCO)C>[NH:30]1[C:31]2[C:27](=[CH:26][CH:25]=[C:24]([NH:23][C:2]3[C:11]4[C:6](=[CH:7][C:8]([O:12][CH3:13])=[CH:9][CH:10]=4)[N:5]=[CH:4][C:3]=3[C:14]#[N:15])[CH:32]=2)[CH:28]=[N:29]1 |f:1.2|. Procedure details: Using an analogous procedure to that described in Example 141, 200.0 mg (0.914 mmol) of 4-chloro-7-methoxy-3-quinolinecarbonitrile in 10 mL of 2-ethoxyethanol and in the presence of 105.6 mg (0.914 mmol) of pyridine hydrochloride was reacted with 147.8 mg (1.1 mmol) of 6-aminoindazole to give 280.0 mg (97.3%) of the product as a deep yellow solid, m.p.>250° C., mass (electrospray, m/e): M+H 315.9. HRCIMS: calcd 315.112 for C18H13N5O (M+), obsd 315.1124. Reactants: O.N[C@@H](CCC(=O)N[C@@H](CS)C(=O)O)C(=O)O (γ-L-glutamyl-L-cysteine monohydrate), Cl (hydrogen chloride), C(C)O (ethanol), Cl (hydrogen chloride), C(C)O (ethanol). Solvent: CCOCC (ether). Reaction conditions: time 1 hour. Product: Cl.C(C)OC([C@@H](NC(CC[C@H](N)C(=O)O)=O)CS)=O (γ-L-glutamyl-L-cysteine ethyl ester hydrochloride salt). The yield is 83.0%. RXN SMILES: [ClH:1].[CH2:2]([OH:4])[CH3:3].O.[NH2:6][C@H:7]([C:19]([OH:21])=[O:20])[CH2:8][CH2:9][C:10]([NH:12][C@H:13]([C:16](O)=[O:17])[CH2:14][SH:15])=[O:11]>CCOCC>[ClH:1].[CH2:2]([O:4][C:16](=[O:17])[C@H:13]([CH2:14][SH:15])[NH:12][C:10](=[O:11])[CH2:9][CH2:8][C@@H:7]([C:19]([OH:21])=[O:20])[NH2:6])[CH3:3] |f:2.3,5.6|. Procedure details: After 250 ml of hydrogen chloride-containing ethanol (7N HCl-EtOH) was added to a dehydrated ethanol suspension (750 ml) containing 50 g (about 185 mmol) of γ-L-glutamyl-L-cysteine monohydrate, the mixture was stirred at room temperature for 1 hour. Upon addition of hydrogen chloride, the suspension turned to a solution. The reaction solution was then poured into ether (7.5 l) which had been cooled to 0° C. beforehand and the mixture was kept stirring for 2 hours to make the crystals precipitate... Run at time 4 hour. Reaction SMILES: [F:1][C:2]1[CH:25]=[C:24]([F:26])[CH:23]=[CH:22][C:3]=1[O:4][C:5]1[CH:6]=[C:7](F)[C:8]([C:11]([C:13]2[CH:18]=[CH:17][CH:16]=[CH:15][C:14]=2[O:19][CH3:20])=O)=[N:9][CH:10]=1.CCO.C(N(CC)C(C)C)(C)C.[NH2:39][NH2:40]>CCOC(C)=O>[F:1][C:2]1[CH:25]=[C:24]([F:26])[CH:23]=[CH:22][C:3]=1[O:4][C:5]1[CH:6]=[C:7]2[NH:40][N:39]=[C:11]([C:13]3[CH:18]=[CH:17][CH:16]=[CH:15][C:14]=3[O:19][CH3:20])[C:8]2=[N:9][CH:10]=1. The reactants are FC1=C(OC=2C=C(C(=NC2)C(=O)C2=C(C=CC=C2)OC)F)C=CC(=C1)F ([5-(2,4-Difluoro-phenoxy)-3-fluoro-pyridin-2-yl]-(2-methoxy-phenyl)-methanone), CCO (EtOH), C(C)(C)N(C(C)C)CC ((N,N-diisopropyl)ethylamine), NN (hydrazine). Run in CCOC(=O)C (EtOAc). Procedure details: [5-(2,4-Difluoro-phenoxy)-3-fluoro-pyridin-2-yl]-(2-methoxy-phenyl)-methanone (560 mg, 1.5 mmol) was added to 17 mL of EtOH and the reaction mixture was heated until all solid had dissolved. The reaction mixture was cooled, and (N,N-diisopropyl)ethylamine (0.21 mL, 2.3 mmol) and hydrazine (0.1 mL, 3.1 mmol) were added. The reaction mixture was stirred for four hours at room temperature, and then was taken up in 60 mL of EtOAc, washed four times with 20 mL of water, dried (MgSO4). The organic sol... The product is hexanes EtOAc, FC1=C(OC=2C=C3C(=NC2)C(=NN3)C3=C(C=CC=C3)OC)C=CC(=C1)F (6-(2,4-difluoro-phenoxy)-3-(2-methoxy-phenyl)-1H-pyrazolo[4,3-b]pyridine). Yield: 5.7%. The reactants are CCO, Cc1cc(CC(OC(=O)N2CCCCC2)C(=O)N2CCC(N3CCOCC3)(N3CCc4ccccc4NC3=O)CC2)cc(C)c1O, O=P(O)(O)O. Product: Cc1cc(CC(OC(=O)N2CCCCC2)C(=O)N2CCC(N3CCOCC3)(N3CCc4ccccc4NC3=O)CC2)cc(C)c1O, O=P(O)(O)O. Reaction SMILES: [CH3:52][CH2:53][OH:54].[N:1]1([C:7](=[O:8])[O:9][CH:10]([C:11](=[O:12])[N:13]2[CH2:14][CH2:15][C:16]([N:19]3[CH2:20][CH2:21][O:22][CH2:23][CH2:24]3)([N:25]3[C:26](=[O:36])[NH:27][c:28]4[c:29]([cH:32][cH:33][cH:34][cH:35]4)[CH2:30][CH2:31]3)[CH2:17][CH2:18]2)[CH2:37][c:38]2[cH:39][c:40]([CH3:46])[c:41]([OH:45])[c:42]([CH3:44])[cH:43]2)[CH2:2][CH2:3][CH2:4][CH2:5][CH2:6]1.[P:47]([OH:48])([OH:49])([OH:50])=[O:51]>>[N:1]1([C:7](=[O:8])[O:9][CH:10]([C:11](=[O:12])[N:13]2[CH2:14][CH2:15][C:16]([N:19]3[CH2:20][CH2:21][O:22][CH2:23][CH2:24]3)([N:25]3[C:26](=[O:36])[NH:27][c:28]4[c:29]([cH:32][cH:33][cH:34][cH:35]4)[CH2:30][CH2:31]3)[CH2:17][CH2:18]2)[CH2:37][c:38]2[cH:39][c:40]([CH3:46])[c:41]([OH:45])[c:42]([CH3:44])[cH:43]2)[CH2:2][CH2:3][CH2:4][CH2:5][CH2:6]1.[P:47](=[O:48])([OH:49])([OH:50])[OH:51].